From a dataset of the Open Reaction Database (ORD), a public repository of structured organic reaction records. describe an organic reaction: reactants, conditions, products, and yield The reactants are C(C)OC(=O)C=1N(N=C(C1C)C1=NC=C(C=C1F)Cl)C (5-(5-chloro-3-fluoropyridin-2-yl)-2,4-dimethyl-[2H]-pyrazole-3-carboxylic acid ethyl ester), Cl (hydrochloric acid), [OH-].[Na+] (sodium hydroxide), ice water. The solvent is CS(=O)C (dimethyl sulfoxide). Reaction conditions: temperature 22 celsius, time 2 hour. Yields the product ClC=1C=C(C(=NC1)C=1C(=C(N(N1)C)C(=O)O)C)F (5-(5-Chloro-3-fluoropyridin-2-yl)-2,4-dimethyl-[2H]-pyrazole-3-carboxylic Acid). Isolated yield 97.6%. RXN SMILES: C([O:3][C:4]([C:6]1[N:7]([CH3:20])[N:8]=[C:9]([C:12]2[C:17]([F:18])=[CH:16][C:15]([Cl:19])=[CH:14][N:13]=2)[C:10]=1[CH3:11])=[O:5])C.[OH-].[Na+].Cl>CS(C)=O>[Cl:19][C:15]1[CH:16]=[C:17]([F:18])[C:12]([C:9]2[C:10]([CH3:11])=[C:6]([C:4]([OH:5])=[O:3])[N:7]([CH3:20])[N:8]=2)=[N:13][CH:14]=1 |f:1.2|. Procedure: 6.75 g of 5-(5-chloro-3-fluoropyridin-2-yl)-2,4-dimethyl-[2H]-pyrazole-3-carboxylic acid ethyl ester are suspended in 40 ml of dimethyl sulfoxide. With occasional cooling in an ice-bath (internal temperature <30° C.), 14.3 ml of a 2N sodium hydroxide solution are added dropwise. The thick, yellowish-brown suspension is stirred at 22° C. for 2 hours. The suspension is then introduced into ice-water and adjusted to pH 1 with 2N hydrochloric acid. The resulting slurry is filtered, washed well with ... The reactants are BrC1=CC=CC(=N1)C=1C=CC2=C(CCC3=C(N(C2)C(C)=O)C=CC=C3)C1 (1-[9-(6-Bromo-pyridin-2-yl)-11,12-dihydro-6H-dibenzo[b,f]azocin-5-yl]-ethanone), C=1C=CC(=CC1)P(C=2C=CC=CC2)C3=CC=C4C=CC=CC4=C3C5=C6C=CC=CC6=CC=C5P(C=7C=CC=CC7)C=8C=CC=CC8 (BINAP), C(C)(C)(C)O[Na] (t-BuONa), NCCN1CCCC1 (N-(2-aminoethyl)pyrrolidine). The solvent is C1(=CC=CC=C1)C (toluene). Conditions: temperature 95 celsius. Product: C(C)(=O)N1C2=C(CCC3=C(C1)C=CC(=C3)C3=NC(=CC=C3)NCCN3CCCC3)C=CC=C2 (5-Acetyl-5,6,11,12-tetrahydro-9-[6-[[2-(1-pyrrolidinyl)ethyl]amino]-2-pyridinyl]-dibenz[b,f]azocine). The yield is 32.9%. As a reaction SMILES: Br[C:2]1[N:7]=[C:6]([C:8]2[CH:9]=[CH:10][C:11]3[CH2:18][N:17]([C:19](=[O:21])[CH3:20])[C:16]4[CH:22]=[CH:23][CH:24]=[CH:25][C:15]=4[CH2:14][CH2:13][C:12]=3[CH:26]=2)[CH:5]=[CH:4][CH:3]=1.C1C=CC(P(C2C(C3C(P(C4C=CC=CC=4)C4C=CC=CC=4)=CC=C4C=3C=CC=C4)=C3C(C=CC=C3)=CC=2)C2C=CC=CC=2)=CC=1.C(O[Na])(C)(C)C.[NH2:79][CH2:80][CH2:81][N:82]1[CH2:86][CH2:85][CH2:84][CH2:83]1>C1(C)C=CC=CC=1>[C:19]([N:17]1[CH2:18][C:11]2[CH:10]=[CH:9][C:8]([C:6]3[CH:5]=[CH:4][CH:3]=[C:2]([NH:79][CH2:80][CH2:81][N:82]4[CH2:86][CH2:85][CH2:84][CH2:83]4)[N:7]=3)=[CH:26][C:12]=2[CH2:13][CH2:14][C:15]2[CH:25]=[CH:24][CH:23]=[CH:22][C:16]1=2)(=[O:21])[CH3:20]. Procedure: A mixture of 1-[9-(6-Bromo-pyridin-2-yl)-11,12-dihydro-6H-dibenzo[b,f]azocin-5-yl]-ethanone (prepared according to Example 14 and Example 195 starting from Example 2) (17 mg, 0.04 mmol), BINAP (5 mg, 0.008 mmol), t-BuONa (10 mg, 0.1 mmol) and N-(2-aminoethyl)pyrrolidine (6 μl, 0.05 mmol) in toluene (2 mL) was purged with argon, then heated at 95° C. for 1 h. The reaction mixture was cooled to room temperature, concentrated and purified by preparative reversed-phased HPLC to give the title compou... Starting materials: CCOC(=O)Cl, C[Si](C)(C)CCOCn1cccc1C(=O)c1ccc(N)cc1, c1ccncc1. The product is CCOC(=O)Nc1ccc(C(=O)c2cccn2COCC[Si](C)(C)C)cc1. RXN SMILES: [Cl:1][C:2](=[O:3])[O:4][CH2:5][CH3:6].[NH2:7][c:8]1[cH:9][cH:10][c:11]([C:12](=[O:13])[c:14]2[n:15]([CH2:19][O:20][CH2:21][CH2:22][Si:23]([CH3:24])([CH3:25])[CH3:26])[cH:16][cH:17][cH:18]2)[cH:27][cH:28]1.[cH:29]1[cH:30][cH:31][n:32][cH:33][cH:34]1>>[C:2](=[O:3])([O:4][CH2:5][CH3:6])[NH:7][c:8]1[cH:9][cH:10][c:11]([C:12](=[O:13])[c:14]2[n:15]([CH2:19][O:20][CH2:21][CH2:22][Si:23]([CH3:24])([CH3:25])[CH3:26])[cH:16][cH:17][cH:18]2)[cH:27][cH:28]1.